Dataset: the Open Reaction Database (ORD), a public repository of structured organic reaction records. Task: describe an organic reaction: reactants, conditions, products, and yield Reactants: COC=1C=C2CCCC(C2=CC1)=O (6-methoxy-1-tetralone). The reagents and catalysts are [Pd] (Pd/C). The solvent is CC=1C=CC(=CC1)C(C)C (p-cymene). The product is COC=1C=C2C=CC=C(C2=CC1)O (6-Methoxy-1-naphthol). The yield is 82.6%. RXN SMILES: [CH3:1][O:2][C:3]1[CH:4]=[C:5]2[C:10](=[CH:11][CH:12]=1)[C:9](=[O:13])[CH2:8][CH2:7][CH2:6]2>[Pd].CC1C=CC(C(C)C)=CC=1>[CH3:1][O:2][C:3]1[CH:4]=[C:5]2[C:10](=[CH:11][CH:12]=1)[C:9]([OH:13])=[CH:8][CH:7]=[CH:6]2. Procedure details: A mixture of 6-methoxy-1-tetralone (20.84 g, 118.3 mmol), 10% Pd/C (10.1 g), and p-cymene (500 mL) was heated at reflux for 60 hours. The suspension was cooled to room temperature and filtered through Celite. The solid was washed with ethyl acetate until UV clear and the combined organic solution was extracted with 1 N sodium hydroxide (3×200 mL). The combined aqueous layers were made acidic with 6N HCl and extracted with ethyl acetate (3×300 mL). The combined organic layers were dried over magn... Product: O=S([O-])c1ccc(F)cc1, [Na+]. The reactants are Fc1ccc(S)cc1, O=S(=O)(Cl)c1ccc(F)cc1, [Na+], O=S([O-])O. RXN SMILES: [F:1][c:2]1[cH:3][cH:4][c:5]([SH:6])[cH:7][cH:8]1.[F:9][c:10]1[cH:11][cH:12][c:13]([S:16](=[O:17])(=[O:18])[Cl:19])[cH:14][cH:15]1.[Na+:24].[S:20]([O-:21])([OH:22])=[O:23]>>[F:9][c:10]1[cH:11][cH:12][c:13]([S:16](=[O:17])[O-:18])[cH:14][cH:15]1.[Na+:24]. Reactants: BrC(C=O)CC1=CC=CC=C1 (2-bromo-3-phenyl-propionaldehyde), NC(=O)N (urea). Solvent: C(C)O (ethanol). Conditions: temperature 90 celsius. Product: C(C1=CC=CC=C1)C1=CN=C(O1)N (5-Benzyl-oxazol-2-ylamine), solid. Yield: 14.0%. RXN SMILES: Br[CH:2]([CH2:5][C:6]1[CH:11]=[CH:10][CH:9]=[CH:8][CH:7]=1)[CH:3]=O.[NH2:12][C:13]([NH2:15])=[O:14]>C(O)C>[CH2:5]([C:2]1[O:14][C:13]([NH2:15])=[N:12][CH:3]=1)[C:6]1[CH:11]=[CH:10][CH:9]=[CH:8][CH:7]=1. Procedure: To a solution of 2-bromo-3-phenyl-propionaldehyde (26.0 g, purity 60%, 0.0732 mol) in ethanol (300 ml) was added urea (14.66 g, 0.244 mol) and the reaction mixture was heated to 90° C. for 12 h. The solvent was evaporated, the residue was diluted with dichloromethane and washed with aqueous sodium hydroxide solution (2 N) and water. The organic phase was extracted three times with aqueous hydrochloric acid solution (2 N). The combined aqueous phases were adjusted to pH 10 with aqueous sodium hyd... The reactants are [Al+3], Cn1cccc1CC#N, [Cl-], [Cl-], [Cl-], ClCCCl, O=C(Cl)c1ccc(Cl)cc1Cl, Cl. The product is Cn1c(CC#N)ccc1C(=O)c1ccc(Cl)cc1Cl. As a reaction SMILES: [Al+3:2].[CH3:16][n:17]1[c:18]([CH2:22][C:23]#[N:24])[cH:19][cH:20][cH:21]1.[Cl-:1].[Cl-:3].[Cl-:4].[Cl:26][CH2:27][CH2:28][Cl:29].[Cl:5][c:6]1[c:7]([C:8](=[O:9])[Cl:10])[cH:11][cH:12][c:13]([Cl:15])[cH:14]1.[ClH:25]>>[Cl:5][c:6]1[c:7]([C:8](=[O:9])[c:21]2[n:17]([CH3:16])[c:18]([CH2:22][C:23]#[N:24])[cH:19][cH:20]2)[cH:11][cH:12][c:13]([Cl:15])[cH:14]1. The reactants are ClC1=C(C=NC=2N1N=CN2)C(=O)OCC (7-chloro-6-ethoxycarbonyl-s-triazolo [1,5-a]pyrimidine), [SH-].[Na+] (sodium hydrosulfide), Cl (hydrochloric acid). The solvent is O (water). Reaction conditions: time 20 minute. Yields the product C(C)OC(=O)C=1C=NC=2N(C1S)N=CN2 (6-ethoxycarbonyl-7-mercapto-s-triazolo [l,5-a]pyrimidine). Yield: 84.2%. RXN SMILES: Cl[C:2]1[N:7]2[N:8]=[CH:9][N:10]=[C:6]2[N:5]=[CH:4][C:3]=1[C:11]([O:13][CH2:14][CH3:15])=[O:12].[SH-:16].[Na+].Cl>O>[CH2:14]([O:13][C:11]([C:3]1[CH:4]=[N:5][C:6]2[N:7]([N:8]=[CH:9][N:10]=2)[C:2]=1[SH:16])=[O:12])[CH3:15] |f:1.2|. Procedure details: The product obtained in Step 1 (3.6 g) and sodium hydrosulfide (2.5 g) were dissolved in 50 ml of water, the solution was stirred at room temperature for 20 minutes, its pH was lowered to 1.0 with 6N hydrochloric acid, and the crystals thus formed were collected by filtration, affording 3.0 g of the objective compound as yellow crystals. Starting materials: N(=NC(C#N)(C)C)C(C#N)(C)C (azobisisobutyronitrile), CCCCCCCCC=C (Decene-1), C1(\C=C/C(=O)O1)=O (maleic anhydride). Procedure details: Decene-1 23.0 g and maleic anhydride 15.7 g were added thereto and dissolved. Toluene 30 ml dissolving azobisisobutyronitrile 1 g was added in 3 hours. After adding, they were reacted at the same temperature for 4 hours. The product is C1(\C=C/C(=O)O1)=O.CCCCCCCCC=C (Maleic Anhydride Decene-1). Solvent: C1(=CC=CC=C1)C (Toluene). RXN SMILES: [CH3:1][CH2:2][CH2:3][CH2:4][CH2:5][CH2:6][CH2:7][CH2:8][CH:9]=[CH2:10].[C:11]1(=[O:17])[O:16][C:14](=[O:15])[CH:13]=[CH:12]1.N(C(C)(C)C#N)=NC(C)(C)C#N>C1(C)C=CC=CC=1>[C:14]1(=[O:15])[O:16][C:11](=[O:17])[CH:12]=[CH:13]1.[CH3:10][CH2:9][CH2:8][CH2:7][CH2:6][CH2:5][CH2:4][CH2:3][CH:2]=[CH2:1] |f:4.5|. Starting materials: C(C1=CC=CC=C1)ONC([C@@H](NC([C@H]1N(CCC1)S(=O)(=O)C1=CC=C(C=C1)C)=O)CC1=CC=CC=C1)=O (N-(Toluene-4-sulfonyl)-L-prolyl-L-phenylalanine N-benzyloxyamide), Example 43 ( 159 ). Reagents/catalysts: [Pd].[O-]S(=O)(=O)[O-].[Ba+2] (Pd BaSO4). Solvent: CO (MeOH). Reaction conditions: time 9 hour. Product: ONC([C@@H](NC([C@H]1N(CCC1)S(=O)(=O)C1=CC=C(C=C1)C)=O)CC1=CC=CC=C1)=O (N-(Toluene-4-sulfonyl)-L-prolyl-L-phenylalanine N-Hydroxyamide). RXN SMILES: C([O:8][NH:9][C:10](=[O:37])[C@H:11]([CH2:30][C:31]1[CH:36]=[CH:35][CH:34]=[CH:33][CH:32]=1)[NH:12][C:13](=[O:29])[C@@H:14]1[CH2:18][CH2:17][CH2:16][N:15]1[S:19]([C:22]1[CH:27]=[CH:26][C:25]([CH3:28])=[CH:24][CH:23]=1)(=[O:21])=[O:20])C1C=CC=CC=1>CO.[Pd].[O-]S([O-])(=O)=O.[Ba+2]>[OH:8][NH:9][C:10](=[O:37])[C@H:11]([CH2:30][C:31]1[CH:36]=[CH:35][CH:34]=[CH:33][CH:32]=1)[NH:12][C:13](=[O:29])[C@@H:14]1[CH2:18][CH2:17][CH2:16][N:15]1[S:19]([C:22]1[CH:27]=[CH:26][C:25]([CH3:28])=[CH:24][CH:23]=1)(=[O:21])=[O:20] |f:2.3.4|. Reported procedure: N-(Toluene-4-sulfonyl)-L-prolyl-L-phenylalanine N-benzyloxyamide (see Example 43 (159)) was dissolved in MeOH (10 mL) and 5% Pd/BaSO4 (52 mg) was added. The mixture was hydrogenated at 50 psi H2 for 9 h. The mixture was filtered through a pad of diatomaceous earth and evaporated in vacuo to give a residue which was purified by silica gel chromatography (92:8 CH2Cl2/MeOH) to give the title compound as an oil. Procedure: 3-[4-(2-Aminoethyl)imidazol-1-yl]-N-(1,1-dimethyl-2-phenoxyethyl)propylamine (2.05 g) was reacted with benzenesulphonyl chloride (1.15 g) in a similar manner to Example 55 to give N-(2-{1-3-(1,1-dimethyl-2-phenoxyethylamino)propyl]imidazol-4-yl}ethyl]benzenesulphonamide, as an oil. The compound contained 7% of N-(2-{1-[3-(1,1-dimethyl-2-phenoxyethylamino)propyl]imidazol-5-yl}ethyl]benzenesulphonamide, by 1H nmr and 13C nmr. These compounds may be separated by HPLC. As a reaction SMILES: [NH2:1]CCC1N=CN(CCCNC(C)(C)COC2C=CC=CC=2)C=1.[C:24]1([S:30](Cl)(=[O:32])=[O:31])[CH:29]=[CH:28][CH:27]=[CH:26][CH:25]=1>>[C:24]1([S:30]([NH2:1])(=[O:32])=[O:31])[CH:29]=[CH:28][CH:27]=[CH:26][CH:25]=1. The product is C1(=CC=CC=C1)S(=O)(=O)N (benzenesulphonamide). Reactants: NCCC=1N=CN(C1)CCCNC(COC1=CC=CC=C1)(C)C (3-[4-(2-Aminoethyl)imidazol-1-yl]-N-(1,1-dimethyl-2-phenoxyethyl)propylamine), C1(=CC=CC=C1)S(=O)(=O)Cl (benzenesulphonyl chloride). Reactants: Cl.CON=C1CCC2(OC(C3=CC=CC=C23)C2=CC=CC=C2)CC1 (4-methoxyimino-3'-phenylspiro[cyclohexane-1,1'(3'H)-isobenzofuran]hydrochloride), C(C)(=O)O (acetic acid), oxide, [H][H] (hydrogen), Cl.CCOCC (hydrogen chloride ether). Solvent: CCOCC (ether). Product: Cl.NC1CCC2(OC(C3=CC=CC=C23)C2CCCCC2)CC1 (4-Amino-3'-cyclohexylspiro[cyclohexane-1,1'(3'H)-isobenzofuran]hydrochloride). The yield is 66.0%. RXN SMILES: [ClH:1].CO[N:4]=[C:5]1[CH2:24][CH2:23][C:8]2([C:16]3[C:11](=[CH:12][CH:13]=[CH:14][CH:15]=3)[CH:10]([C:17]3[CH:22]=[CH:21][CH:20]=[CH:19][CH:18]=3)[O:9]2)[CH2:7][CH2:6]1.C(O)(=O)C.[H][H].Cl.CCOCC>CCOCC>[ClH:1].[NH2:4][CH:5]1[CH2:6][CH2:7][C:8]2([C:16]3[C:11](=[CH:12][CH:13]=[CH:14][CH:15]=3)[CH:10]([CH:17]3[CH2:22][CH2:21][CH2:20][CH2:19][CH2:18]3)[O:9]2)[CH2:23][CH2:24]1 |f:0.1,4.5,7.8|. Procedure: A mixture of 1.50 of 4-methoxyimino-3'-phenylspiro[cyclohexane-1,1'(3'H)-isobenzofuran]hydrochloride, 150 ml of acetic acid and 0.5 g of platinujm oxide is hydrogen at 50 psi and room temperature for 41/2 hours. After filtration and removing the solvent, the oily product is dissolved in 100 ml of dichloromethane and washed with 5% sodium hydroxide solution and water. After drying over anhydrous sodium sulfate, the solvent is removed in vacuo to give an oil. The oil is dissolved in 10 ml of metha...